The task is: describe an organic reaction: reactants, conditions, products, and yield. This data is from the Open Reaction Database (ORD), a public repository of structured organic reaction records. Reactants: C(Cl)Cl (CH2Cl2), N[C@@H](C)C=1N=C2N(C(C1C1=CC(=CC=C1)F)=O)C(=CS2)C ((S)-7-(1-aminoethyl)-6-(3-fluorophenyl)-3-methyl-5H-thiazolo[3,2-a]pyrimidin-5-one), ClC1=C2NC=NC2=NC=N1 (6-chloropurine), C(C)(C)N(C(C)C)CC (N,N-diisopropylethylamine). Run in C(CCC)O (1-butanol). Conditions: temperature 105 celsius. Product: N1=CN=C2NC=NC2=C1N[C@@H](C)C=1N=C2N(C(C1C1=CC(=CC=C1)F)=O)C(=CS2)C ((S)-7-(1-(9H-purin-6-ylamino)ethyl)-6-(3-fluorophenyl)-3-methyl-5H-thiazolo[3,2-a]pyrimidin-5-one). RXN SMILES: [NH2:1][C@H:2]([C:4]1[N:5]=[C:6]2[S:20][CH:19]=[C:18]([CH3:21])[N:7]2[C:8](=[O:17])[C:9]=1[C:10]1[CH:15]=[CH:14][CH:13]=[C:12]([F:16])[CH:11]=1)[CH3:3].Cl[C:23]1[N:31]=[CH:30][N:29]=[C:28]2[C:24]=1[NH:25][CH:26]=[N:27]2.C(N(CC)C(C)C)(C)C.C(Cl)Cl>C(O)CCC>[N:31]1[C:23]([NH:1][C@H:2]([C:4]2[N:5]=[C:6]3[S:20][CH:19]=[C:18]([CH3:21])[N:7]3[C:8](=[O:17])[C:9]=2[C:10]2[CH:15]=[CH:14][CH:13]=[C:12]([F:16])[CH:11]=2)[CH3:3])=[C:24]2[C:28]([NH:27][CH:26]=[N:25]2)=[N:29][CH:30]=1. Procedure: A mixture of (S)-7-(1-aminoethyl)-6-(3-fluorophenyl)-3-methyl-5H-thiazolo[3,2-a]pyrimidin-5-one (108.2 g, 357 mmol), 6-chloropurine (71.73 g, 464.1 mmol), and N,N-diisopropylethylamine (74.6 mL, 428.4 mmol) in 1-butanol (952 mL) was degassed with nitrogen bubbling for 5 minutes. The reaction mixture was heated at 105° C. under nitrogen for 15 hours, at which point HPLC indicated amine was consumed. The reaction mixture was cooled down to room temperature before being treated with water (200 mL) ...